Dataset: the Open Reaction Database (ORD), a public repository of structured organic reaction records. Task: describe an organic reaction: reactants, conditions, products, and yield Starting materials: C(C)(C)(C)CC(=O)Cl (tert-butylacetyl chloride), ice, [Cl-].[Cl-].[Cl-].[Al+3] (aluminum trichloride), C1(=CC=CC=C1)C (toluene). Run at time 8 hour. Yields the product CC(CC(=O)C1=CC=C(C=C1)C)(C)C (3,3,4′-Trimethylbutyrophenone). Isolated yield 100.0%. As a reaction SMILES: [C:1]([CH2:5][C:6](Cl)=[O:7])([CH3:4])([CH3:3])[CH3:2].[Cl-].[Cl-].[Cl-].[Al+3].[C:13]1([CH3:19])[CH:18]=[CH:17][CH:16]=[CH:15][CH:14]=1>>[CH3:2][C:1]([CH3:4])([CH3:3])[CH2:5][C:6]([C:16]1[CH:17]=[CH:18][C:13]([CH3:19])=[CH:14][CH:15]=1)=[O:7] |f:1.2.3.4|. Reported procedure: Add slowly tert-butylacetyl chloride (2 g, 14.858 mmol) to an ice-cold stirred solution of aluminum trichloride (2.972 g, 22.28 mmol) in anhydrous toluene (40 mL). Stir the reaction mixture at ambient temperature overnight. Add slowly ice-cold water and extract the mixture twice with EtOAc. Dry the combined organic extracts over Na2SO4, filter and concentrate in vacuo to give the desired intermediate (2.82 g, 100%) that was used without any further purification. GC-MS m/z: 190 (M+). The reactants are O (water), CC(=O)OI1(C=2C=CC=CC2C(=O)O1)(OC(=O)C)OC(=O)C (Dess-Martin periodinane), OC[C@@]1(C[C@H](CC1)C1=CC=C(C=C1)CCCCCCCC)NC(OC(C)(C)C)=O (Tert-butyl (1R,3S)-1-(hydroxymethyl)-3-(4-octylphenyl)cyclopentylcarbamate). Solvent: C(Cl)Cl (Methylene chloride), ClCCl (dichloromethane). Run at time 3 hour. The product is C(=O)[C@@]1(C[C@H](CC1)C1=CC=C(C=C1)CCCCCCCC)NC(OC(C)(C)C)=O (tert-butyl (1R,3S)-1-formyl-3-(4-octylphenyl)cyclopentylcarbamate). Yield: 87.6%. Reaction SMILES: [OH:1][CH2:2][C@@:3]1([NH:22][C:23](=[O:29])[O:24][C:25]([CH3:28])([CH3:27])[CH3:26])[CH2:7][CH2:6][C@H:5]([C:8]2[CH:13]=[CH:12][C:11]([CH2:14][CH2:15][CH2:16][CH2:17][CH2:18][CH2:19][CH2:20][CH3:21])=[CH:10][CH:9]=2)[CH2:4]1.CC(OI1(OC(C)=O)(OC(C)=O)OC(=O)C2C=CC=CC1=2)=O.O>ClCCl>[CH:2]([C@@:3]1([NH:22][C:23](=[O:29])[O:24][C:25]([CH3:28])([CH3:27])[CH3:26])[CH2:7][CH2:6][C@H:5]([C:8]2[CH:13]=[CH:12][C:11]([CH2:14][CH2:15][CH2:16][CH2:17][CH2:18][CH2:19][CH2:20][CH3:21])=[CH:10][CH:9]=2)[CH2:4]1)=[O:1]. Procedure details: Tert-butyl (1R,3S)-1-(hydroxymethyl)-3-(4-octylphenyl)cyclopentylcarbamate (3.9 g, 9.66 mmol) was dissolved in dichloromethane (193 ml) under nitrogen to give a colorless solution. Dess-Martin periodinane (4.51 g, 10.63 mmol) (Aldrich) was added and the reaction stirred for about 3 h. LC/MS showed the reaction was complete. Methylene chloride (100 mL) and water (100 mL) were added and the layers separated and extracted with methylene chloride (2×50 mL). The combined extracts were washed with bri... Reactants: C1(=NC(=NC(=N1)Cl)Cl)Cl (cyanuric acid chloride), ClC1=C(C(=CC(=C1)Cl)C)O (2,4-dichloro-6-methylphenol). Solvent: [OH-].[Na+] (sodium hydroxide), COCCO (ethylene glycol monomethyl ether). Run at time 3 minute. Yields the product ClC1=C(OC2=NC(=NC(=N2)OC2=C(C=C(C=C2C)Cl)Cl)OC2=C(C=C(C=C2C)Cl)Cl)C(=CC(=C1)Cl)C (Tris-(2,4-dichloro-6-methyl-phenoxy)-s-triazine). Reaction SMILES: [Cl:1][C:2]1[CH:7]=[C:6]([Cl:8])[CH:5]=[C:4]([CH3:9])[C:3]=1[OH:10].[C:11]1(Cl)[N:16]=[C:15](Cl)[N:14]=[C:13](Cl)[N:12]=1>[OH-].[Na+].COCCO>[Cl:1][C:2]1[CH:7]=[C:6]([Cl:8])[CH:5]=[C:4]([CH3:9])[C:3]=1[O:10][C:11]1[N:16]=[C:15]([O:10][C:3]2[C:4]([CH3:9])=[CH:5][C:6]([Cl:8])=[CH:7][C:2]=2[Cl:1])[N:14]=[C:13]([O:10][C:3]2[C:4]([CH3:9])=[CH:5][C:6]([Cl:8])=[CH:7][C:2]=2[Cl:1])[N:12]=1 |f:2.3|. Procedure details: By the same procedure as in Example 1, 60 g of sodium hydroxide is dissolved at 70° C. in 1.8 liters of ethylene glycol monomethyl ether and, by the addition of 265.6 g (1.5 moles) of 2,4-dichloro-6-methylphenol, a phenolate solution is prepared into which 92 g (0.5 mole) of cyanuric acid chloride is stirred at 70° over a period of 3 minutes, causing the temperature of the reaction mixture to rise to 81° C. After half an hour of refluxing, the product is separated as in Example 1.